Dataset: the Open Reaction Database (ORD), a public repository of structured organic reaction records. Task: describe an organic reaction: reactants, conditions, products, and yield The reactants are C(C)(=O)[O-].[K+] (potassium acetate), C(Cl)Cl (CH2Cl2), CC1(OB(OC1(C)C)B1OC(C(O1)(C)C)(C)C)C (4,4,4′,4′,5,5,5′,5′-octamethyl-2,2′-bi(1,3,2-dioxaborolane)), BrC=1C=C2C=C(C(=NC2=CC1F)N)N1CCOCC1 (6-bromo-7-fluoro-3-morpholinoquinolin-2-amine). The solvent is CN(C)C=O (DMF). Conditions: temperature 125 celsius. The product is NC1=NC2=CC(=C(C=C2C=C1N1CCOCC1)B(O)O)F (2-amino-7-fluoro-3-morpholinoquinolin-6-ylboronic acid). As a reaction SMILES: C([O-])(=O)C.[K+].C(Cl)Cl.CC1(C)C(C)(C)[O:13][B:12](B2OC(C)(C)C(C)(C)O2)[O:11]1.Br[C:28]1[CH:29]=[C:30]2[C:35](=[CH:36][C:37]=1[F:38])[N:34]=[C:33]([NH2:39])[C:32]([N:40]1[CH2:45][CH2:44][O:43][CH2:42][CH2:41]1)=[CH:31]2>CN(C=O)C>[NH2:39][C:33]1[C:32]([N:40]2[CH2:45][CH2:44][O:43][CH2:42][CH2:41]2)=[CH:31][C:30]2[C:35](=[CH:36][C:37]([F:38])=[C:28]([B:12]([OH:13])[OH:11])[CH:29]=2)[N:34]=1 |f:0.1|. Procedure: A microwave vessel was charged with potassium acetate (0.34 g, 3.46 mmol), [1,1′-bis(dppf)]dichloropalladium(II) complex with CH2Cl2 (0.038 g, 0.052 mmol), 4,4,4′,4′,5,5,5′,5′-octamethyl-2,2′-bi(1,3,2-dioxaborolane) (0.211 g, 0.831 mmol), 6-bromo-7-fluoro-3-morpholinoquinolin-2-amine (0.226 g, 0.693 mmol), and DMF (2.2 mL). The vessel was purged with argon, sealed, and heated by microwave radiation for 30 min at 125° C. The reaction was diluted with EtOAc (10 mL), and the suspension was filtered... Reactants: [O-]CC.[Na+] (sodium ethoxide), C(CC(=O)OCC)(=O)OCC (diethyl malonate), O1C(=CC=C1)C=CC(C)=O (4-(2-furyl)-3-buten -2-one). Yields the product O=C1C(C(CC(C1)=O)C=1OC=CC1)C(=O)OCC (ethyl 2,4-dioxo-6-(2-furyl)-cyclohexanecarboxylate). Reaction SMILES: [O-]CC.[Na+].[C:5]([O:13][CH2:14][CH3:15])(=[O:12])[CH2:6][C:7]([O:9]CC)=O.[O:16]1[CH:20]=[CH:19][CH:18]=[C:17]1[CH:21]=[CH:22][C:23](=[O:25])[CH3:24]>>[O:9]=[C:7]1[CH2:24][C:23](=[O:25])[CH2:22][CH:21]([C:17]2[O:16][CH:20]=[CH:19][CH:18]=2)[CH:6]1[C:5]([O:13][CH2:14][CH3:15])=[O:12] |f:0.1|. Reported procedure: To a solution of sodium ethoxide (from 2.3 g. sodium and dry ethanol 35 ml.) was added slowly diethyl malonate (14 g.). After the addition the mixture was heated under reflux for 1 minute, cooled and then treated with 4-(2-furyl)-3-buten -2-one (13 g.). After heating under reflux for 17 hrs. and cooling, the precipitated sodium enolate salt (of formula III) was collected by filtration, washed with acetone and dissolved in water. The solution was acidified with 2N-sulphuric acid (to convert the e... Reaction SMILES: C([O:4][CH2:5][CH:6]([CH:12]([CH3:14])[CH3:13])[CH2:7][S:8]([NH2:11])(=[O:10])=[O:9])(=O)C.C[O-].[Na+]>CO>[OH:4][CH2:5][CH:6]([CH:12]([CH3:14])[CH3:13])[CH2:7][S:8]([NH2:11])(=[O:9])=[O:10] |f:1.2|. Reported procedure: In 50 ml of methanol was dissolved 7.0 g of 3-acetoxy-2-isopropyl-1-propanesulfonamide and while the solution was stirred at room temperature, 6.5 g of 28 w/w % sodium methoxide was added and reacted for 30 minutes. The reaction mixture was then concentrated to dryness. The residue was subjected to silica gel (100 g) column chromatography and elution was carried out with chloroform-methanol (9:1) to provide 4.4 g of the title compound. m.p. 83°-84° C. Run in CO (methanol). Yield: 77.4%. The reactants are C(C)(=O)OCC(CS(=O)(=O)N)C(C)C (3-acetoxy-2-isopropyl-1-propanesulfonamide), 28, C[O-].[Na+] (sodium methoxide). Product: OCC(CS(=O)(=O)N)C(C)C (3-hydroxy-2-isopropyl-1-propanesulfonamide). Starting materials: Br.ClC=1C=C(C=2N(N1)C(=NN2)N)C (6-Chloro-8-methyl-[1,2,4]triazolo[4,3-b]pyridazin-3-ylamine hydrobromide), alkoxide, C1(CC1)CO (Cyclopropylmethanol), [H-].[Na+] (sodium hydride), alkoxide. Run in CN(C)C=O (DMF), CN(C)C=O (DMF). Reaction conditions: temperature 50 celsius, time 1 hour. The product is C1(CC1)COC=1C=C(C=2N(N1)C(=NN2)N)C (6-Cyclopropylmethoxy-8-methyl-[1,2,4]triazolo[4,3-b]pyridazin-3-ylamine). As a reaction SMILES: [CH:1]1([CH2:4][OH:5])[CH2:3][CH2:2]1.[H-].[Na+].Br.Cl[C:10]1[CH:11]=[C:12]([CH3:20])[C:13]2[N:14]([C:16]([NH2:19])=[N:17][N:18]=2)[N:15]=1>CN(C=O)C>[CH:1]1([CH2:4][O:5][C:10]2[CH:11]=[C:12]([CH3:20])[C:13]3[N:14]([C:16]([NH2:19])=[N:17][N:18]=3)[N:15]=2)[CH2:3][CH2:2]1 |f:1.2,3.4|. Procedure details: Cyclopropylmethanol (2.99 ml) was initially charged in DMF (30 ml), admixed under argon with sodium hydride (907 mg) and stirred at 50° C. for 1 h. Subsequently, 6-chloro-8-methyl-[1,2,4]triazolo[4,3-b]pyridazin-3-ylamine hydrobromide (W2.002; 2.0 g) were dissolved in DMF (30 ml) and one equivalent of the alkoxide solution was added. After stirring at 50° C. for one hour, two further equivalents of alkoxide solution were added and the mixture was stirred further at 50° C. The reaction mixture wa...